describe an organic reaction: reactants, conditions, products, and yield From a dataset of the Open Reaction Database (ORD), a public repository of structured organic reaction records. Starting materials: 34, 122, ClC1=C(C=C(C=C1)O)C (4-chloro-3-methylphenol), BrCCCBr (1,3-dibromopropane), [OH-].[Na+] (sodium hydroxide). Run in O (water), O (water). Reaction conditions: time 8 hour. The product is 114, BrCCCOC1=CC(=C(C=C1)Cl)C (4-(3-bromopropoxy)-1-chloro-2-methylbenzene). RXN SMILES: [Cl:1][C:2]1[CH:7]=[CH:6][C:5]([OH:8])=[CH:4][C:3]=1[CH3:9].[Br:10][CH2:11][CH2:12][CH2:13]Br.[OH-].[Na+]>O>[Br:10][CH2:11][CH2:12][CH2:13][O:8][C:5]1[CH:6]=[CH:7][C:2]([Cl:1])=[C:3]([CH3:9])[CH:4]=1 |f:2.3|. Procedure details: To a stirred and refluxing mixture of 122 parts of 4-chloro-3-methylphenol, 214.1 parts of 1,3-dibromopropane and 850 parts of water added dropwise, during a one hour-period, a solution of 34 parts of sodium hydroxide in 213 parts of water. Upon completion, stirring at reflux is continued overnight. The reaction mixture is cooled to room temperature and the product is extracted with 765 parts of benzene. The extract is washed with a sodium hydroxide solution 10%, dried, filtered and evaporated. ... The reactants are O=C([O-])[O-], CC(C)=O, ClCc1c2ccccc2cc2ccccc12, [K+], [K+], Cc1cn(C2CC(O)C(CS)O2)c(=O)[nH]c1=O. Yields the product Cc1cn(C2CC(O)C(CSCc3c4ccccc4cc4ccccc34)O2)c(=O)[nH]c1=O. RXN SMILES: [C:34](=[O:35])([O-:36])[O-:37].[CH3:40][C:41](=[O:42])[CH3:43].[Cl:18][CH2:19][c:20]1[c:21]2[cH:22][cH:23][cH:24][cH:25][c:26]2[cH:27][c:28]2[cH:29][cH:30][cH:31][cH:32][c:33]12.[K+:38].[K+:39].[SH:1][CH2:2][CH:3]1[CH:4]([OH:17])[CH2:5][CH:6]([n:8]2[c:9](=[O:10])[nH:11][c:12](=[O:13])[c:14]([CH3:15])[cH:16]2)[O:7]1>>[S:1]([CH2:2][CH:3]1[CH:4]([OH:17])[CH2:5][CH:6]([n:8]2[c:9](=[O:10])[nH:11][c:12](=[O:13])[c:14]([CH3:15])[cH:16]2)[O:7]1)[CH2:19][c:20]1[c:21]2[cH:22][cH:23][cH:24][cH:25][c:26]2[cH:27][c:28]2[cH:29][cH:30][cH:31][cH:32][c:33]12. Conditions: temperature 0 celsius, time 1 hour. Reactants: CCN(C(C)C)C(C)C (DIPEA), [Li]CCCC (nBuLi), ClC1=C(C(=O)OCC)C(=CC=C1)F (ethyl 2-chloro-6-fluorobenzoate), CN(C)C=O (DMF). Product: ClC1=CC=C(C(=C1C(=O)OCC)F)C=O (ethyl 6-chloro-2-fluoro-3-formylbenzoate). Reported procedure: To a solution DIPEA (6.6 mL, 46.0 mmol) in THF (15 mL) was added nBuLi (27 mL, 43.0 mmol, 1.6 M in hexane) at −78° C. and the reaction mixture was warmed to 0° C. over a period of 1 h. Then the reaction mixture was cooled to −78° C. and a solution of ethyl 2-chloro-6-fluorobenzoate (3.50 g, 19.0 mmol) in THF (56 mL) was added to the reaction mixture dropwise over 30 mins. The resulting mixture was stirred at −78° C. for 2 h before DMF (14 mL, 186 mmol) was added to the reaction mixture. The resu... The solvent is C1CCOC1 (THF), C1CCOC1 (THF). As a reaction SMILES: CCN(C(C)C)C(C)C.[Li]CCCC.[Cl:15][C:16]1[CH:26]=[CH:25][CH:24]=[C:23]([F:27])[C:17]=1[C:18]([O:20][CH2:21][CH3:22])=[O:19].CN([CH:31]=[O:32])C>C1COCC1>[Cl:15][C:16]1[C:17]([C:18]([O:20][CH2:21][CH3:22])=[O:19])=[C:23]([F:27])[C:24]([CH:31]=[O:32])=[CH:25][CH:26]=1. The reactants are C1CCNCC1, CC(C)O, COC(=O)c1cc2c(s1)NC(=O)C2, O=Cc1ccc[nH]1. Product: COC(=O)c1cc2c(s1)NC(=O)C2=Cc1ccc[nH]1. RXN SMILES: [CH2:21]1[CH2:22][CH2:23][NH:24][CH2:25][CH2:26]1.[CH3:27][CH:28]([OH:29])[CH3:30].[O:1]=[C:2]1[CH2:3][c:4]2[c:5]([s:7][c:8]([C:10](=[O:11])[O:12][CH3:13])[cH:9]2)[NH:6]1.[nH:14]1[c:15]([CH:19]=[O:20])[cH:16][cH:17][cH:18]1>>[O:1]=[C:2]1[C:3](=[CH:19][c:15]2[nH:14][cH:18][cH:17][cH:16]2)[c:4]2[c:5]([s:7][c:8]([C:10](=[O:11])[O:12][CH3:13])[cH:9]2)[NH:6]1. Reactants: CC(C)(C)OC(=O)c1ccc(Br)cc1NC(=O)c1cc(N2CCOCC2)ccc1OCc1ccccc1, COCCOC, CCOC(C)=O, [Na+], [Na+], O=C([O-])[O-], O, Cl[Pd]Cl, c1ccc(P(c2ccccc2)c2ccccc2)cc1, c1ccc(P(c2ccccc2)c2ccccc2)cc1, OB(O)c1ccco1. The product is CC(C)(C)OC(=O)c1ccc(-c2ccco2)cc1NC(=O)c1cc(N2CCOCC2)ccc1OCc1ccccc1. RXN SMILES: [CH2:21]([c:22]1[cH:23][cH:24][cH:25][cH:26][cH:27]1)[O:28][c:29]1[c:30]([C:31](=[O:32])[NH:33][c:34]2[c:35]([C:36](=[O:37])[O:38][C:39]([CH3:40])([CH3:41])[CH3:42])[cH:43][cH:44][c:45]([Br:47])[cH:46]2)[cH:48][c:49]([N:52]2[CH2:53][CH2:54][O:55][CH2:56][CH2:57]2)[cH:50][cH:51]1.[CH3:1][O:2][CH2:3][CH2:4][O:5][CH3:6].[CH3:99][CH2:100][O:101][C:102](=[O:103])[CH3:104].[Na+:15].[Na+:16].[O-:17][C:18](=[O:19])[O-:20].[OH2:105].[Pd:58]([Cl:59])[Cl:60].[c:61]1([P:62]([c:63]2[cH:64][cH:65][cH:66][cH:67][cH:68]2)[c:69]2[cH:70][cH:71][cH:72][cH:73][cH:74]2)[cH:75][cH:76][cH:77][cH:78][cH:79]1.[c:80]1([P:81]([c:82]2[cH:83][cH:84][cH:85][cH:86][cH:87]2)[c:88]2[cH:89][cH:90][cH:91][cH:92][cH:93]2)[cH:94][cH:95][cH:96][cH:97][cH:98]1.[o:7]1[c:8]([B:12]([OH:13])[OH:14])[cH:9][cH:10][cH:11]1>>[o:7]1[c:8](-[c:45]2[cH:44][cH:43][c:35]([C:36](=[O:37])[O:38][C:39]([CH3:40])([CH3:41])[CH3:42])[c:34]([NH:33][C:31]([c:30]3[c:29]([O:28][CH2:21][c:22]4[cH:23][cH:24][cH:25][cH:26][cH:27]4)[cH:51][cH:50][c:49]([N:52]4[CH2:53][CH2:54][O:55][CH2:56][CH2:57]4)[cH:48]3)=[O:32])[cH:46]2)[cH:9][cH:10][cH:11]1. Reactants: C1(CCCCC1)N1N=CN(C1=O)C1=CC=C(C=C1)N1CCN(CC1)C1=CC=C(C=C1)OC (1-Cyclohexyl-4-(4-(4-(4-methoxyphenyl)piperazin-1-yl)phenyl)-1H-1,2,4-triazol-5(4H)-one). The solvent is Br (HBr). The product is C1(CCCCC1)N1N=CN(C1=O)C1=CC=C(C=C1)N1CCN(CC1)C1=CC=C(C=C1)O (1-Cyclohexyl-4-(4-(4-(4-hydroxyphenyl)piperazin-1-yl)phenyl)-1H-1,2,4-triazol-5(4H)-one). Yield: 92.0%. RXN SMILES: [CH:1]1([N:7]2[C:11](=[O:12])[N:10]([C:13]3[CH:18]=[CH:17][C:16]([N:19]4[CH2:24][CH2:23][N:22]([C:25]5[CH:30]=[CH:29][C:28]([O:31]C)=[CH:27][CH:26]=5)[CH2:21][CH2:20]4)=[CH:15][CH:14]=3)[CH:9]=[N:8]2)[CH2:6][CH2:5][CH2:4][CH2:3][CH2:2]1>Br>[CH:1]1([N:7]2[C:11](=[O:12])[N:10]([C:13]3[CH:18]=[CH:17][C:16]([N:19]4[CH2:20][CH2:21][N:22]([C:25]5[CH:26]=[CH:27][C:28]([OH:31])=[CH:29][CH:30]=5)[CH2:23][CH2:24]4)=[CH:15][CH:14]=3)[CH:9]=[N:8]2)[CH2:2][CH2:3][CH2:4][CH2:5][CH2:6]1. Procedure: This compound was synthesized as a white amorphous solid from 4k (24.2 mg, 0.056 mmol) in 48% aqueous HBr (1.0 mL) in 92% yield by following general procedure 1.4: MALDI-MS: 420.2 (M+H+), 442.2 (M+Na+). The reactants are ClC=1C=C(C2=C(N1)N(N=C2)C(C)C)C(=O)NCC=2C(NC(=CC2C)C)=O (6-chloro-N-[(4,6-dimethyl-2-oxo-1,2-dihydro-3-pyridinyl)methyl]-1-(1-methylethyl)-1H-pyrazolo[3,4-b]pyridine-4-carboxamide), O (water), NC=1C=C(C=CC1)B(O)O ((3-aminophenyl)boronic acid), C([O-])(O)=O.[Na+] (Sodium bicarbonate). Reagents/catalysts: C1=CC=C(C=C1)P([C-]2C=CC=C2)C3=CC=CC=C3.C1=CC=C(C=C1)P([C-]2C=CC=C2)C3=CC=CC=C3.Cl[Pd]Cl.[Fe+2].C(Cl)Cl (PdCl2(dppf) CH2Cl2). Run in COCCOC.O (DME water). Product: NC=1C=C(C=CC1)C=1C=C(C2=C(N1)N(N=C2)C(C)C)C(=O)NCC=2C(NC(=CC2C)C)=O (6-(3-aminophenyl)-N-[(4,6-dimethyl-2-oxo-1,2-dihydro-3-pyridinyl)methyl]-1-(1-methylethyl)-1H-pyrazolo[3,4-b]pyridine-4-carboxamide). Isolated yield 44.2%. Reaction SMILES: Cl[C:2]1[CH:3]=[C:4]([C:14]([NH:16][CH2:17][C:18]2[C:19](=[O:26])[NH:20][C:21]([CH3:25])=[CH:22][C:23]=2[CH3:24])=[O:15])[C:5]2[CH:10]=[N:9][N:8]([CH:11]([CH3:13])[CH3:12])[C:6]=2[N:7]=1.[NH2:27][C:28]1[CH:29]=[C:30](B(O)O)[CH:31]=[CH:32][CH:33]=1.C(=O)(O)[O-].[Na+].O>COCCOC.O.C1C=CC(P(C2C=CC=CC=2)[C-]2C=CC=C2)=CC=1.C1C=CC(P(C2C=CC=CC=2)[C-]2C=CC=C2)=CC=1.Cl[Pd]Cl.[Fe+2].C(Cl)Cl>[NH2:27][C:28]1[CH:33]=[C:32]([C:2]2[CH:3]=[C:4]([C:14]([NH:16][CH2:17][C:18]3[C:19](=[O:26])[NH:20][C:21]([CH3:25])=[CH:22][C:23]=3[CH3:24])=[O:15])[C:5]3[CH:10]=[N:9][N:8]([CH:11]([CH3:13])[CH3:12])[C:6]=3[N:7]=2)[CH:31]=[CH:30][CH:29]=1 |f:2.3,5.6,7.8.9.10.11|. Reported procedure: In a 25 mL sealable tube under nitrogen were combined 6-chloro-N-[(4,6-dimethyl-2-oxo-1,2-dihydro-3-pyridinyl)methyl]-1-(1-methylethyl)-1H-pyrazolo[3,4-b]pyridine-4-carboxamide (80 mg, 0.21 mmol) and (3-aminophenyl)boronic acid (46.9 mg, 0.34 mmol) in DME/water (3 ml:1 ml). PdCl2(dppf)-CH2Cl2 adduct (8.74 mg, 0.01 mmol) was added and the resulting mixture was degassed with nitrogen for 10 min. Sodium bicarbonate (53.9 mg, 0.64 mmol) was added, the vessel was sealed, and the reaction mixture was ... Starting materials: CCC(CC)(c1ccc(OCC(O)C(C)(C)C)c(C)c1)c1ccc(-c2ccc(CC(=O)OC)cc2)c(C)c1, CO, Cl, [Na+], C1CCOC1, [OH-]. Product: CCC(CC)(c1ccc(OCC(O)C(C)(C)C)c(C)c1)c1ccc(-c2ccc(CC(=O)O)cc2)c(C)c1. RXN SMILES: [CH3:3][O:4][C:5]([CH2:6][c:7]1[cH:8][cH:9][c:10](-[c:13]2[c:14]([CH3:39])[cH:15][c:16]([C:19]([CH2:20][CH3:21])([c:22]3[cH:23][c:24]([CH3:36])[c:25]([O:28][CH2:29][CH:30]([C:31]([CH3:32])([CH3:33])[CH3:34])[OH:35])[cH:26][cH:27]3)[CH2:37][CH3:38])[cH:17][cH:18]2)[cH:11][cH:12]1)=[O:40].[CH3:47][OH:48].[ClH:41].[Na+:2].[O:42]1[CH2:43][CH2:44][CH2:45][CH2:46]1.[OH-:1]>>[O:4]=[C:5]([CH2:6][c:7]1[cH:8][cH:9][c:10](-[c:13]2[c:14]([CH3:39])[cH:15][c:16]([C:19]([CH2:20][CH3:21])([c:22]3[cH:23][c:24]([CH3:36])[c:25]([O:28][CH2:29][CH:30]([C:31]([CH3:32])([CH3:33])[CH3:34])[OH:35])[cH:26][cH:27]3)[CH2:37][CH3:38])[cH:17][cH:18]2)[cH:11][cH:12]1)[OH:40]. Reactants: CC1(C)CCC(C)(C)c2cc(C(C(N)=O)C(=O)OCc3ccccc3)ccc21, CCOCC, C1COCCO1. Yields the product CC1(C)CCC(C)(C)c2cc(C(C(N)=O)C(=O)O)ccc21. As a reaction SMILES: [C:1]([NH2:2])(=[O:3])[CH:4]([C:5](=[O:6])[O:7][CH2:8][c:9]1[cH:10][cH:11][cH:12][cH:13][cH:14]1)[c:15]1[cH:16][c:17]2[c:22]([cH:23][cH:24]1)[C:21]([CH3:25])([CH3:26])[CH2:20][CH2:19][C:18]2([CH3:27])[CH3:28].[CH2:35]([O:36][CH2:37][CH3:38])[CH3:39].[O:29]1[CH2:30][CH2:31][O:32][CH2:33][CH2:34]1>>[C:1]([NH2:2])(=[O:3])[CH:4]([C:5](=[O:6])[OH:7])[c:15]1[cH:16][c:17]2[c:22]([cH:23][cH:24]1)[C:21]([CH3:25])([CH3:26])[CH2:20][CH2:19][C:18]2([CH3:27])[CH3:28]. Reactants: Oc1ccc(Br)cc1, [K+], [K+], O=C([O-])[O-], Cc1ccc(S(=O)(=O)OCC(F)(F)F)cc1, CN(C)C=O. Yields the product FC(F)(F)COc1ccc(Br)cc1. RXN SMILES: [Br:23][c:24]1[cH:25][cH:26][c:27]([OH:30])[cH:28][cH:29]1.[K+:17].[K+:18].[O-:19][C:20]([O-:21])=[O:22].[O:1]([S:2]([c:3]1[cH:4][cH:5][c:6]([CH3:7])[cH:8][cH:9]1)(=[O:10])=[O:11])[CH2:12][C:13]([F:14])([F:15])[F:16].[O:31]=[CH:32][N:33]([CH3:34])[CH3:35]>>[CH2:12]([C:13]([F:14])([F:15])[F:16])[O:30][c:27]1[cH:26][cH:25][c:24]([Br:23])[cH:29][cH:28]1.